This data is from the Open Reaction Database (ORD), a public repository of structured organic reaction records. The task is: describe an organic reaction: reactants, conditions, products, and yield Reactants: [Li]CCCC, Cc1ccc(C=O)cc1, CCCCCC, Cc1ccccc1, Cc1ccc2c(n1)CCCCC2, O. The product is Cc1ccc(C(O)Cc2ccc3c(n2)CCCCC3)cc1. Reaction SMILES: [CH2:1]([Li:2])[CH2:3][CH2:4][CH3:5].[CH3:18][c:19]1[cH:20][cH:21][c:22]([CH:23]=[O:24])[cH:25][cH:26]1.[CH3:28][CH2:29][CH2:30][CH2:31][CH2:32][CH3:33].[CH3:34][c:35]1[cH:36][cH:37][cH:38][cH:39][cH:40]1.[CH3:6][c:7]1[cH:8][cH:9][c:10]2[c:11]([n:12]1)[CH2:13][CH2:14][CH2:15][CH2:16][CH2:17]2.[OH2:27]>>[CH2:6]([c:7]1[cH:8][cH:9][c:10]2[c:11]([n:12]1)[CH2:13][CH2:14][CH2:15][CH2:16][CH2:17]2)[CH:23]([c:22]1[cH:21][cH:20][c:19]([CH3:18])[cH:26][cH:25]1)[OH:24]. The reactants are CCN(C(C)C)C(C)C (DIPEA), C(C)(=O)C=1C(=C(C=CC1F)NS(=O)(=O)C1=C(C=CC(=C1)F)F)F (N-(3-acetyl-2,4-difluoro-phenyl)-2,5-difluoro-benzenesulfonamide), COCCOCCl (2-methoxyethoxymethyl chloride). Solvent: C(Cl)Cl (DCM), C(Cl)Cl (DCM). Reaction conditions: time 1 hour. Yields the product C(C)(=O)C=1C(=C(C=CC1F)N(S(=O)(=O)C1=C(C=CC(=C1)F)F)COCCOC)F (N-(3-acetyl-2,4-difluoro-phenyl)-2,5-difluoro-N-(2-methoxy-ethoxymethyl)-benzene-sulfonamide). Isolated yield 62.3%. Reaction SMILES: [C:1]([C:4]1[C:5]([F:23])=[C:6]([NH:11][S:12]([C:15]2[CH:20]=[C:19]([F:21])[CH:18]=[CH:17][C:16]=2[F:22])(=[O:14])=[O:13])[CH:7]=[CH:8][C:9]=1[F:10])(=[O:3])[CH3:2].CCN(C(C)C)C(C)C.[CH3:33][O:34][CH2:35][CH2:36][O:37][CH2:38]Cl>C(Cl)Cl>[C:1]([C:4]1[C:5]([F:23])=[C:6]([N:11]([CH2:33][O:34][CH2:35][CH2:36][O:37][CH3:38])[S:12]([C:15]2[CH:20]=[C:19]([F:21])[CH:18]=[CH:17][C:16]=2[F:22])(=[O:14])=[O:13])[CH:7]=[CH:8][C:9]=1[F:10])(=[O:3])[CH3:2]. Procedure details: N-(3-acetyl-2,4-difluoro-phenyl)-2,5-difluoro-benzenesulfonamide (2.88 g, 8.293 mmol) was dissolved in dry DCM (75 mL) under nitrogen atmosphere. DIPEA (1.55 mL, 9.12 mmol, 1.1 eq) was then added, followed by 2-methoxyethoxymethyl chloride (0.98 mL, 9.12 mmol, 1.1 eq) and the mixture was stirred at room temperature for 1 h. It was then diluted with DCM and washed with water and brine, dried over Na2SO4 and evaporated to dryness. The crude product was purified by chromatography on silica gel (n-h... The reactants are CN(C)c1ccncc1, C(=NC1CCCCC1)=NC1CCCCC1, ClCCl, COCOc1ccc2c3c1OC1C(O)C=CC4C(C2)N(C)CCC341, O=C(O)Cc1cccs1. The product is COCOc1ccc2c3c1OC1C(OC(=O)Cc4cccs4)C=CC4C(C2)N(C)CCC341. Reaction SMILES: [CH3:52][N:53]([CH3:54])[c:55]1[cH:56][cH:57][n:58][cH:59][cH:60]1.[CH:34]1([N:35]=[C:36]=[N:37][CH:38]2[CH2:39][CH2:40][CH2:41][CH2:42][CH2:43]2)[CH2:44][CH2:45][CH2:46][CH2:47][CH2:48]1.[Cl:49][CH2:50][Cl:51].[O:1]1[c:2]2[c:3]([O:21][CH2:22][O:23][CH3:24])[cH:4][cH:5][c:6]3[c:15]2[C:14]24[CH:9]([CH:8]([CH2:7]3)[N:18]([CH3:19])[CH2:17][CH2:16]2)[CH:10]=[CH:11][CH:12]([OH:20])[CH:13]14.[s:25]1[c:26]([CH2:30][C:31](=[O:32])[OH:33])[cH:27][cH:28][cH:29]1>>[O:1]1[c:2]2[c:3]([O:21][CH2:22][O:23][CH3:24])[cH:4][cH:5][c:6]3[c:15]2[C:14]24[CH:9]([CH:8]([CH2:7]3)[N:18]([CH3:19])[CH2:17][CH2:16]2)[CH:10]=[CH:11][CH:12]([O:20][C:31]([CH2:30][c:26]2[s:25][cH:29][cH:28][cH:27]2)=[O:32])[CH:13]14. Reactants: OBO, Brc1ccccc1, FC(F)(F)c1cc(-c2ccc(Cl)cc2)cc(I)n1. The product is FC(F)(F)c1cc(-c2ccc(Cl)cc2)cc(-c2cccc(Br)c2)n1. As a reaction SMILES: [BH:19]([OH:20])[OH:21].[Br:22][c:23]1[cH:24][cH:25][cH:26][cH:27][cH:28]1.[Cl:1][c:2]1[cH:3][cH:4][c:5](-[c:8]2[cH:9][c:10]([I:18])[n:11][c:12]([C:14]([F:15])([F:16])[F:17])[cH:13]2)[cH:6][cH:7]1>>[Cl:1][c:2]1[cH:3][cH:4][c:5](-[c:8]2[cH:9][c:10](-[c:27]3[cH:26][cH:25][cH:24][c:23]([Br:22])[cH:28]3)[n:11][c:12]([C:14]([F:15])([F:16])[F:17])[cH:13]2)[cH:6][cH:7]1.